From a dataset of the Open Reaction Database (ORD), a public repository of structured organic reaction records. describe an organic reaction: reactants, conditions, products, and yield Reactants: C(=C)C(=O)C (vinylmethyl ketone), C(C1=CC=CC=C1)=CC(C)=O (benzalacetone). Run at time 7 hour. The product is C(C1=CC=CC=C1)CC(C)=O (benzylacetone). Isolated yield 38.0%. As a reaction SMILES: C(C(C)=O)=C.[CH:6](=[CH:13][C:14](=[O:16])[CH3:15])[C:7]1[CH:12]=[CH:11][CH:10]=[CH:9][CH:8]=1>>[CH2:6]([CH2:13][C:14](=[O:16])[CH3:15])[C:7]1[CH:12]=[CH:11][CH:10]=[CH:9][CH:8]=1. Procedure details: The reaction and analysis were carried out in the same manner as described in Example 12 except that 1.4 g of vinylmethyl ketone was used instead of methyl acrylate and the reaction time and temperature were adjusted to 7 hours and 220° C., respectively. It was confirmed that 0.433 g of benzalacetone and 0.167 g of benzylacetone were formed. The yields of benzalacetone and benzylacetone were 2970% and 1130%, respectively, based on the Rh atom. Identification of the products was performed by comp... The reactants are [H-].[Na+] (NaH), O=C1NC(CCC1N1C(C2=CC=CC=C2C1=O)=O)=O (2-(2,6-Dioxopiperidin-3-yl)isoindoline-1,3-dione), ClC(C)O (chloroethanol). The solvent is O (water), CN(C)C=O (DMF). Conditions: time 30 minute. The product is OCCN1C(C(CCC1=O)N1C(C2=CC=CC=C2C1=O)=O)=O (2-(1-(2-Hydroxyethyl)-2,6-dioxopiperidin-3-yl)isoindoline-1,3-dione). RXN SMILES: [O:1]=[C:2]1[CH:7]([N:8]2[C:16](=[O:17])[C:15]3[C:10](=[CH:11][CH:12]=[CH:13][CH:14]=3)[C:9]2=[O:18])[CH2:6][CH2:5][C:4](=[O:19])[NH:3]1.[H-].[Na+].Cl[CH:23]([OH:25])[CH3:24]>CN(C=O)C.O>[OH:25][CH2:23][CH2:24][N:3]1[C:4](=[O:19])[CH2:5][CH2:6][CH:7]([N:8]2[C:16](=[O:17])[C:15]3[C:10](=[CH:11][CH:12]=[CH:13][CH:14]=3)[C:9]2=[O:18])[C:2]1=[O:1] |f:1.2|. Reported procedure: 2-(2,6-Dioxopiperidin-3-yl)isoindoline-1,3-dione (2.5 g) was dissolved in DMF (dry, 60 mL). 95% NaH (0.24 g) was added. The mixture was stirred for 30 minutes at room temperature. Then, chloroethanol (0.68 mL) was added, and the mixture was stirred over night at room temperature. The reaction mixture was diluted with 300 mL of water and extracted with ethyl acetate (3×60 mL). Organic phases were combined and washed twice with water, and once with brine, then dried over anhydrous magnesium sulfat...